This data is from the Open Reaction Database (ORD), a public repository of structured organic reaction records. The task is: describe an organic reaction: reactants, conditions, products, and yield Reactants: C[Si](Br)(C)C (trimethylbromosilane), N1(N=CC=C1)CC(P(OCC)(=O)OCC)P(OCC)(=O)OCC (tetraethyl 2-(pyrazol-1-yl)ethane-1,1-diphosphonate), N1(C=NC=C1)CC(P(OCC)(=O)OCC)P(OCC)(=O)OCC (tetraethyl 2-(imidazol-1-yl)ethane-1,1-diphosphonate). The solvent is CO (methanol). The product is N1(N=CC=C1)CC(P(O)(=O)O)P(O)(=O)O (2-(pyrazol-1-yl)ethane-1,1-diphosphonic acid), N1(C=NC=C1)CC(P(O)(=O)O)P(O)(=O)O (2-(imidazol-1-yl)ethane-1,1-diphosphonic acid). Reaction SMILES: [N:1]1([CH2:6][CH:7]([P:16]([O:21]CC)(=[O:20])[O:17]CC)[P:8]([O:13]CC)(=[O:12])[O:9]CC)[CH:5]=[CH:4][CH:3]=[N:2]1.[N:24]1([CH2:29][CH:30]([P:39]([O:44]CC)(=[O:43])[O:40]CC)[P:31]([O:36]CC)(=[O:35])[O:32]CC)[CH:28]=[CH:27][N:26]=[CH:25]1.C[Si](C)(C)Br>CO>[N:1]1([CH2:6][CH:7]([P:8]([OH:13])(=[O:9])[OH:12])[P:16]([OH:20])(=[O:17])[OH:21])[CH:5]=[CH:4][CH:3]=[N:2]1.[N:24]1([CH2:29][CH:30]([P:31]([OH:36])(=[O:32])[OH:35])[P:39]([OH:43])(=[O:40])[OH:44])[CH:28]=[CH:27][N:26]=[CH:25]1. Reported procedure: The procedure of Example 9 is repeated, starting from tetraethyl 2-(pyrazol-1-yl)ethane-1,1-diphosphonate and tetraethyl 2-(imidazol-1-yl)ethane-1,1-diphosphonate. Treatment with trimethylbromosilane and working up with aqueous methanol gives 2-(pyrazol-1-yl)ethane-1,1-diphosphonic acid, m.p. 227° C. (dec.), and 2-(imidazol-1-yl)ethane-1,1-diphosphonic acid, m.p. 255° C. (dec.). The reactants are COC1=C(C(=O)C2=CC=C3C=CC4=CC=CC5=CC=C2C3=C45)C=CC(=C1)OC (1-(2,4-Dimethoxybenzoyl)pyrene), ( 60 ), CCCCC(CC)COC(=O)CC(C(=O)OCC(CC)CCCC)S(=O)(=O)[O-].C1=CC2=C(C(=C1)O)C(=O)C3=C(C2=O)C=CC=C3O.[Na+] (solven), ( 100 ). Solvent: ClC1=CC=CC=C1 (chlorobenzene). Yields the product COC1=C(C(=O)C=2C=CC=3C=4C=CC=C5C=CC=C(C6=CC=CC2C63)C54)C=CC(=C1)OC (3-(2,4-Dimethoxybenzoyl)perylene). The yield is 53.0%. As a reaction SMILES: [CH3:1][O:2][C:3]1[CH:26]=[C:25]([O:27][CH3:28])[CH:24]=[CH:23][C:4]=1C(C1C2C3=C4C(=CC=2)C=CC=C4C=CC3=CC=1)=O.CCCCC(COC(CC(S([O-])(=O)=O)C(OC[CH:46]([CH2:49][CH2:50][CH2:51][CH3:52])[CH2:47][CH3:48])=O)=O)CC.[CH:57]1[CH:62]=[C:61](O)[C:60]2[C:64]([C:66]3[C:73](O)=[CH:72][CH:71]=[CH:70][C:67]=3[C:68](=[O:69])[C:59]=2[CH:58]=1)=O.[Na+]>ClC1C=CC=CC=1>[CH3:28][O:27][C:25]1[CH:26]=[C:3]([O:2][CH3:1])[CH:4]=[CH:23][C:24]=1[C:68]([C:59]1[CH:58]=[CH:57][C:62]2[C:49]3[CH:50]=[CH:51][CH:52]=[C:47]4[C:46]=3[C:71]([C:70]3[C:61]=2[C:60]=1[CH:64]=[CH:66][CH:67]=3)=[CH:72][CH:73]=[CH:48]4)=[O:69] |f:1.2.3|. Procedure: The synthesis was carried out essentially as described for 2a, but chlorobenzene was used as a solven instead of methylene chloride. Yield: 53%. Found: C, 83.84; H, 4.69; C29H20O3 (MW 416.47) requires C, 83.63; H, 4.84%. Mass-spectrum, MALDI-TOF: 416.92 (100), 252.65 (60). Calculated exact mass for C29H20O3:416.14125; found 416.14125.